Dataset: the Open Reaction Database (ORD), a public repository of structured organic reaction records. Task: describe an organic reaction: reactants, conditions, products, and yield Reactants: CCCC[Sn](CCCC)(CCCC)c1cn(CC2CCOCC2)c(C(C)(C)C)n1, N#Cc1ccnc(Cl)c1. Yields the product CC(C)(C)c1nc(-c2cc(C#N)ccn2)cn1CC1CCOCC1. Reaction SMILES: [C:10]([CH3:11])([CH3:12])([CH3:13])[c:14]1[n:15]([CH2:32][CH:33]2[CH2:34][CH2:35][O:36][CH2:37][CH2:38]2)[cH:16][c:17]([Sn:19]([CH2:20][CH2:21][CH2:22][CH3:23])([CH2:24][CH2:25][CH2:26][CH3:27])[CH2:28][CH2:29][CH2:30][CH3:31])[n:18]1.[Cl:1][c:2]1[n:3][cH:4][cH:5][c:6]([C:8]#[N:9])[cH:7]1>>[c:2]1(-[c:17]2[cH:16][n:15]([CH2:32][CH:33]3[CH2:34][CH2:35][O:36][CH2:37][CH2:38]3)[c:14]([C:10]([CH3:11])([CH3:12])[CH3:13])[n:18]2)[n:3][cH:4][cH:5][c:6]([C:8]#[N:9])[cH:7]1. The reactants are COC1=CC=C(COC2=NC3=CC(=CC=C3C(=N2)OCC2=CC=C(C=C2)OC)N2CCOCC2)C=C1 (2,4-bis(4-methoxybenzyloxy)-7-morpholin-4-ylquinazoline). The solvent is Cl.O1CCOCC1 (hydrogen chloride dioxane). Run at time 3 hour. Yields the product N1(CCOCC1)C1=CC=C2C(NC(NC2=C1)=O)=O (7-morpholin-4-yl-1H-quinazoline-2,4-dione). The yield is 94.8%. Reaction SMILES: COC1C=CC(C[O:8][C:9]2[N:18]=[C:17]([O:19]CC3C=CC(OC)=CC=3)[C:16]3[C:11](=[CH:12][C:13]([N:29]4[CH2:34][CH2:33][O:32][CH2:31][CH2:30]4)=[CH:14][CH:15]=3)[N:10]=2)=CC=1>Cl.O1CCOCC1>[N:29]1([C:13]2[CH:12]=[C:11]3[C:16]([C:17](=[O:19])[NH:18][C:9](=[O:8])[NH:10]3)=[CH:15][CH:14]=2)[CH2:34][CH2:33][O:32][CH2:31][CH2:30]1 |f:1.2|. Reported procedure: 232.0 g (0.48 mol) of 2,4-bis(4-methoxybenzyloxy)-7-morpholin-4-ylquinazoline were dissolved in 300 ml of hydrogen chloride/dioxane (4 N) at room temperature and stirred for 3 h. Conventional work-up gave 112.5 g of 7-morpholin-4-yl-1H-quinazoline-2,4-dione; HPLC/MS (M+H)+=248 as solid. Yields the product FC1=C(C=C(C=C1)NC(C1=CN=CC(=C1)C)=O)C=O (N-(4-Fluoro-3-formyl-phenyl)-5-methyl-nicotinamide). RXN SMILES: [CH3:1][C:2]1[CH:3]=[N:4][CH:5]=[C:6]([CH:10]=1)[C:7](Cl)=[O:8].[NH2:11][C:12]1[CH:13]=[CH:14][C:15]([F:20])=[C:16]([CH2:18][OH:19])[CH:17]=1>>[F:20][C:15]1[CH:14]=[CH:13][C:12]([NH:11][C:7](=[O:8])[C:6]2[CH:10]=[C:2]([CH3:1])[CH:3]=[N:4][CH:5]=2)=[CH:17][C:16]=1[CH:18]=[O:19]. Reactants: CC=1C=NC=C(C(=O)Cl)C1 (5-methylnicotinoyl chloride), NC=1C=CC(=C(C1)CO)F ((5-amino-2-fluorophenyl)methanol), alcohol. Procedure details: The title compound is prepared according to the reaction sequence described above using 5-methylnicotinoyl chloride and (5-amino-2-fluorophenyl)methanol followed by oxidation of the crude alcohol: LC-MS A: tR=0.60 min; [M+H]+=258.88. The reactants are C1CCOC1 (THF), ClC=1C=CC2=C(C(=NCCN2C)C2=C(C=CC=C2)I)C1 (7-chloro-2,3-dihydro-5-(2-iodophenyl)-1-methyl-1H-1,4-benzodiazepine), C([O-])(O)=O.[Na+] (sodium bicarbonate), C1CCOC1 (THF), BrN1C(CCC1=O)=O (N-bromosuccinimide). Run in O (water). Run at time 30 minute. Yields the product ClC=1C=CC2=C(C(=NCC(N2C)=O)C2=C(C=CC=C2)I)C1 (7-chloro-1-methyl-5-(2-iodophenyl)-3H-1,4-benzodiazepin-2-one). Reaction SMILES: C1C[O:4]CC1.[Cl:6][C:7]1[CH:8]=[CH:9][C:10]2[N:16]([CH3:17])[CH2:15][CH2:14][N:13]=[C:12]([C:18]3[CH:23]=[CH:22][CH:21]=[CH:20][C:19]=3[I:24])[C:11]=2[CH:25]=1.C(=O)(O)[O-].[Na+].BrN1C(=O)CCC1=O>O>[Cl:6][C:7]1[CH:8]=[CH:9][C:10]2[N:16]([CH3:17])[C:15](=[O:4])[CH2:14][N:13]=[C:12]([C:18]3[CH:23]=[CH:22][CH:21]=[CH:20][C:19]=3[I:24])[C:11]=2[CH:25]=1 |f:2.3|. Procedure: A THF solution of 158 mg 7-chloro-2,3-dihydro-5-(2-iodophenyl)-1-methyl-1H-1,4-benzodiazepine and a sodium bicarbonate aqueous solution were simultaneously added by drops to a THF solution of N-bromosuccinimide at room temperature. After the mixture had been stirred at the same temperature for additional 30 minutes, water was poured thereinto and the resulting mixture was extracted with ethyl acetate. Purifying the crude product by silica gel column chromatography gave 140 mg of 2'-iododiazepam. Reactants: C(CC(=O)C)(=O)OC (methyl acetoacetate), FC1=C(N)C(=CC=C1)F (2,6-difluoroaniline). Product: FC1=C(C(=CC=C1)F)N\C(=C/C(=O)OC)\C (Methyl (2Z)-3-[(2,6-difluorophenyl)amino]-2-butenoate). Reaction SMILES: [C:1]([O:7][CH3:8])(=[O:6])[CH2:2][C:3]([CH3:5])=O.[F:9][C:10]1[CH:16]=[CH:15][CH:14]=[C:13]([F:17])[C:11]=1[NH2:12]>>[F:9][C:10]1[CH:16]=[CH:15][CH:14]=[C:13]([F:17])[C:11]=1[NH:12]/[C:3](/[CH3:5])=[CH:2]\[C:1]([O:7][CH3:8])=[O:6]. Procedure: By the same procedure as a reaction of Example 158, using methyl acetoacetate and using 2,6-difluoroaniline instead of 4-chloro-2,6-dimethylaniline, the title compound having the following physical data was obtained. The reactants are BrC=1C=C(C=NC1)S(=O)(=O)Cl (5-bromopyridine-3-sulfonyl chloride), N1CCOCC1 (morpholine). The product is N1=CC(=CC=C1)S(=O)(=O)Cl (pyridine-3-sulfonyl chloride). Yield: 13.0%. Reaction SMILES: Br[C:2]1[CH:3]=[C:4]([S:8]([Cl:11])(=[O:10])=[O:9])[CH:5]=[N:6][CH:7]=1.N1CCOCC1>>[N:6]1[CH:7]=[CH:2][CH:3]=[C:4]([S:8]([Cl:11])(=[O:10])=[O:9])[CH:5]=1. Procedure: Using an analogous method to that described in the portion of Example 8 that is concerned with the preparation of starting materials, 5-bromopyridine-3-sulfonyl chloride was reacted with morpholine to give the required starting material (90 mg, 13% yield from the pyridine-3-sulfonyl chloride); Mass Spectrum: M+H+ 350 and 352. Starting materials: C(C=C)N1C(=C2CCN(C(C2=C(C1=O)OC)=O)CC1=CC(=C(C=C1)F)Cl)C(=O)OC (methyl 2-(allyl)-6-(3-chloro-4-fluorobenzyl)-4-methoxy-3,5-dioxo-2,3,5,6,7,8-hexahydro-2,6-naphthyridine-1-carboxylate), C[N+]1(CCOCC1)[O-] (N-methylmorpholine N-oxide), O (water). Reagents/catalysts: [Os](=O)(=O)(=O)=O (osmium tetroxide). Run in CC(=O)C (acetone). Conditions: time 8 hour. The product is ClC=1C=C(CN2C(C3=C(C(N4C(=C3CC2)C(OC(C4)CO)=O)=O)OC)=O)C=CC1F (9-(3-Chloro-4-fluorobenzyl)-3-(hydroxymethyl)-7-methoxy-3,4,10,11-tetrahydro[1,4]oxazino[3,4-a]-2,6-naphthyridine-1,6,8(9H)-trione). As a reaction SMILES: [CH2:1]([N:4]1[C:13](=[O:14])[C:12]([O:15][CH3:16])=[C:11]2[C:6]([CH2:7][CH2:8][N:9]([CH2:18][C:19]3[CH:24]=[CH:23][C:22]([F:25])=[C:21]([Cl:26])[CH:20]=3)[C:10]2=[O:17])=[C:5]1[C:27]([O:29]C)=[O:28])[CH:2]=[CH2:3].C[N+]1([O-])CC[O:35]CC1.O>CC(C)=O.[Os](=O)(=O)(=O)=O>[Cl:26][C:21]1[CH:20]=[C:19]([CH:24]=[CH:23][C:22]=1[F:25])[CH2:18][N:9]1[CH2:8][CH2:7][C:6]2[C:11](=[C:12]([O:15][CH3:16])[C:13](=[O:14])[N:4]3[CH2:1][CH:2]([CH2:3][OH:35])[O:29][C:27](=[O:28])[C:5]3=2)[C:10]1=[O:17]. Procedure: A mixture of methyl 2-(allyl)-6-(3-chloro-4-fluorobenzyl)-4-methoxy-3,5-dioxo-2,3,5,6,7,8-hexahydro-2,6-naphthyridine-1-carboxylate (0.20 g, 0.46 mmol), N-methylmorpholine N-oxide (67 mg, 0.58 mmol), water (0.2 mL), and osmium tetroxide (0.75 mL, 0.08 M in t-butanol) in acetone (1 mL) was stirred at room temperature overnight. The product mixture was concentrated under vacuum. The residue was subjected to column chromatography on silica gel. Collection and concentration of appropriate fractions ... The reactants are [I-].ClC=1C(=CC2=C(OCO2)C1)CC(C[N+](C)(C)C)C(=O)OC (3-[6-chloro-1,3-benzodioxol-5-yl]-beta-(methoxycarbonyl)-N,N,N-trimethyl-propanaminium iodide). The solvent is O (water). Yields the product ClC=1C(=CC2=C(OCO2)C1)CC(C(=O)OC)=C (methyl 3-[6-chloro-1,3-benzodioxol-5-yl]-alpha-methylene-propanoate). The yield is 87.4%. As a reaction SMILES: [I-].[Cl:2][C:3]1[C:4]([CH2:12][CH:13]([C:19]([O:21][CH3:22])=[O:20])[CH2:14][N+](C)(C)C)=[CH:5][C:6]2[O:10][CH2:9][O:8][C:7]=2[CH:11]=1>O>[Cl:2][C:3]1[C:4]([CH2:12][C:13](=[CH2:14])[C:19]([O:21][CH3:22])=[O:20])=[CH:5][C:6]2[O:10][CH2:9][O:8][C:7]=2[CH:11]=1 |f:0.1|. Procedure details: The operation is carried out as in Stage 3 of Example 1 starting with 484 mg of the product obtained in Stage 3 above, 5 ml of water and 2 ml of 2N soda. In this way 244 mg of expected product (white powder) is obtained.